This data is from the Open Reaction Database (ORD), a public repository of structured organic reaction records. The task is: describe an organic reaction: reactants, conditions, products, and yield The reactants are CC1(OC(=CC1=O)\C=C\C1=CSC=C1)C1=CC=CC=C1 ((E)-2-methyl-2-phenyl-5-[2-(3-thienyl)ethenyl]-3(2H)-furanone), SCC(CO)O (3-mercapto-1,2-propanediol). Product: OC(CSC(CC1=CC(C(O1)(C1=CC=CC=C1)C)=O)C1=CSC=C1)CO (5-[2-[(2,3-dihydroxypropyl)thio]-2-(3-thienyl)ethyl]-2-methyl-2-phenylfuran-3(2H)-one). Reaction SMILES: [CH3:1][C:2]1([C:15]2[CH:20]=[CH:19][CH:18]=[CH:17][CH:16]=2)[C:6](=[O:7])[CH:5]=[C:4](/[CH:8]=[CH:9]/[C:10]2[CH:14]=[CH:13][S:12][CH:11]=2)[O:3]1.[SH:21][CH2:22][CH:23]([OH:26])[CH2:24][OH:25]>>[OH:26][CH:23]([CH2:24][OH:25])[CH2:22][S:21][CH:9]([C:10]1[CH:14]=[CH:13][S:12][CH:11]=1)[CH2:8][C:4]1[O:3][C:2]([CH3:1])([C:15]2[CH:20]=[CH:19][CH:18]=[CH:17][CH:16]=2)[C:6](=[O:7])[CH:5]=1. Procedure: According to the procedure of Method A, Example 1, (E)-2-methyl-2-phenyl-5-[2-(3-thienyl)ethenyl]-3(2H)-furanone was reacted with 3-mercapto-1,2-propanediol to provide 5-[2-[(2,3-dihydroxypropyl)thio]-2-(3-thienyl)ethyl]-2-methyl-2-phenylfuran-3(2H)-one; 1H NMR (CDCl3) δ1.66 and 1.68 (singlets, 3H), 1.83 (br s, 1H), 2.44 (br s with fine structure, 1H) and overlapping 2.45-2.58 (m, 2H), 3.10-3.28 (m, 2H), 3.47 (br s with fine structure, 1H), 3.55-3.78 (m, 2H), 4.50 (m, 1H), 5.39 and 5.40 (overlap... Starting materials: ClC=1N=C(C2=C(N1)CN(C2)C(=O)OCC)N2[C@H](COCC2)C ((S)-ethyl 2-chloro-4-(3-methylmorpholino)-5H-pyrrolo[3,4-d]pyrimidine-6(7H)-carboxylate), ClC=1N=C(C2=C(N1)CN(C2)C(=O)OCC)N2[C@H](COCC2)C ((S)-ethyl 2-chloro-4-(3-methylmorpholino)-5H-pyrrolo[3,4-d]pyrimidine-6(7H)-carboxylate), FC=1C=C(N)C=C(C1B1OC(C(O1)(C)C)(C)C)F (3,5-difluoro-4-(4,4,5,5-tetramethyl-1,3,2-dioxaborolan-2-yl)aniline). Run at temperature 130 celsius. The product is C(C)NC(NC1=CC(=C(C(=C1)F)C=1N=C(C2=C(N1)CN(C2)C(=O)OCC)N2[C@H](COCC2)C)F)=O ((S)-ethyl 2-(4-(3-ethylureido)-2,6-difluorophenyl)-4-(3-methylmorpholino)-5H-pyrrolo[3,4-d]pyrimidine-6(7H)-carboxylate). Isolated yield 14.0%. As a reaction SMILES: Cl[C:2]1[N:3]=[C:4]([N:16]2[CH2:21][CH2:20][O:19][CH2:18][C@@H:17]2[CH3:22])[C:5]2[CH2:10][N:9]([C:11]([O:13][CH2:14][CH3:15])=[O:12])[CH2:8][C:6]=2[N:7]=1.[F:23][C:24]1[CH:25]=[C:26]([CH:28]=[C:29]([F:40])[C:30]=1B1OC(C)(C)C(C)(C)O1)[NH2:27]>>[CH2:8]([NH:9][C:11](=[O:12])[NH:27][C:26]1[CH:28]=[C:29]([F:40])[C:30]([C:2]2[N:3]=[C:4]([N:16]3[CH2:21][CH2:20][O:19][CH2:18][C@@H:17]3[CH3:22])[C:5]3[CH2:10][N:9]([C:11]([O:13][CH2:14][CH3:15])=[O:12])[CH2:8][C:6]=3[N:7]=2)=[C:24]([F:23])[CH:25]=1)[CH3:6]. Reported procedure: Method as described for example 47 using (S)-ethyl 2-chloro-4-(3-methylmorpholino)-5H-pyrrolo[3,4-d]pyrimidine-6(7H)-carboxylate (intermediate 11) and 3,5-difluoro-4-(4,4,5,5-tetramethyl-1,3,2-dioxaborolan-2-yl)aniline as starting materials. Reaction mixture heated in by microwave at 130° C. for 1 h. The mixture was filtered through a celite 545 pre-packed cartridge (2.5 g), washed with MeOH and the solvent removed in vacuo. The residue was purified by prep. HPLC at high pH, yielding the title c... Procedure details: To a stirred solution of 2-(((3R,3aR,6R,6aS)-6-((tertbutyldimethylsilyl)oxy)hexa-hydrofuro[3,2-b]furan-3-yl)oxy)-6-chloro-5-(4-(piperidin-4-ylethynyl)phenyl)-1-((2-(trimethylsilyl)ethoxy)-methyl)-1H-imidazo[4,5-b]pyridine (33 mg, 0.045 mmol) in anhydrous dichloromethane (1.00 mL) was added DIEA (0.016 mL, 0.091 mmol) and cyclopropylsulfonyl chloride (14.6 mg, 0.113 mmol). After 2 hours, the mixture was directly loaded onto a Biotage™ 10 G silica gel SNAP cartridge and employing a linear gradient... Solvent: ClCCl (dichloromethane), C(Cl)Cl (DCM). Reaction conditions: time 2 hour. Reactants: C(C)(C)(C)[Si](O[C@@H]1CO[C@H]2[C@@H]1OC[C@H]2OC=2N(C=1C(=NC(=C(C1)Cl)C1=CC=C(C=C1)C#CC1CCNCC1)N2)COCC[Si](C)(C)C)(C)C (2-(((3R,3aR,6R,6aS)-6-((tertbutyldimethylsilyl)oxy)hexa-hydrofuro[3,2-b]furan-3-yl)oxy)-6-chloro-5-(4-(piperidin-4-ylethynyl)phenyl)-1-((2-(trimethylsilyl)ethoxy)-methyl)-1H-imidazo[4,5-b]pyridine), CCN(C(C)C)C(C)C (DIEA), C1(CC1)S(=O)(=O)Cl (cyclopropylsulfonyl chloride), CCOC(=O)C (EtOAc). Reaction SMILES: C([Si](C)(C)[O:6][C@H:7]1[C@H:11]2[O:12][CH2:13][C@@H:14]([O:15][C:16]3[N:17](COCC[Si](C)(C)C)[C:18]4[C:19]([N:39]=3)=[N:20][C:21]([C:25]3[CH:30]=[CH:29][C:28]([C:31]#[C:32][CH:33]5[CH2:38][CH2:37][NH:36][CH2:35][CH2:34]5)=[CH:27][CH:26]=3)=[C:22]([Cl:24])[CH:23]=4)[C@H:10]2[O:9][CH2:8]1)(C)(C)C.CCN(C(C)C)C(C)C.[CH:59]1([S:62](Cl)(=[O:64])=[O:63])[CH2:61][CH2:60]1.CCOC(C)=O>ClCCl>[Cl:24][C:22]1[CH:23]=[C:18]2[NH:17][C:16]([O:15][C@H:14]3[C@H:10]4[O:9][CH2:8][C@@H:7]([OH:6])[C@H:11]4[O:12][CH2:13]3)=[N:39][C:19]2=[N:20][C:21]=1[C:25]1[CH:26]=[CH:27][C:28]([C:31]#[C:32][CH:33]2[CH2:34][CH2:35][N:36]([S:62]([CH:59]3[CH2:61][CH2:60]3)(=[O:64])=[O:63])[CH2:37][CH2:38]2)=[CH:29][CH:30]=1. The product is ClC=1C=C2C(=NC1C1=CC=C(C=C1)C#CC1CCN(CC1)S(=O)(=O)C1CC1)N=C(N2)O[C@@H]2CO[C@H]1[C@@H]2OC[C@H]1O ((3R,3aR,6R,6aR)-6-((6-chloro-5-(4-((1-(cyclopropylsulfonyl)piperidin-4-yl)ethynyl)phenyl)-1H-imidazo[4,5-b]pyridin-2-yl)oxy)hexahydrofuro[3,2-b]furan-3-ol). Starting materials: CS(=O)c1nccc(-c2n[nH]c3c(OCCCS(C)(=O)=O)cccc23)n1, CN1CCCC1=O, CCN(C(C)C)C(C)C, CS(=O)(=O)NC1CCC(N)CC1, O. Product: CS(=O)(=O)CCCOc1cccc2c(-c3ccnc(NC4CCC(NS(C)(=O)=O)CC4)n3)n[nH]c12. Reaction SMILES: [CH3:22][S:23](=[O:24])[c:25]1[n:26][cH:27][cH:28][c:29](-[c:31]2[n:32][nH:33][c:34]3[c:35]([O:40][CH2:41][CH2:42][CH2:43][S:44](=[O:45])(=[O:46])[CH3:47])[cH:36][cH:37][cH:38][c:39]23)[n:30]1.[CH3:49][N:50]1[CH2:51][CH2:52][CH2:53][C:54]1=[O:55].[CH:1]([N:2]([CH2:3][CH3:4])[CH:5]([CH3:6])[CH3:7])([CH3:8])[CH3:9].[NH2:10][CH:11]1[CH2:12][CH2:13][CH:14]([NH:17][S:18](=[O:19])(=[O:20])[CH3:21])[CH2:15][CH2:16]1.[OH2:48]>>[NH:10]([CH:11]1[CH2:12][CH2:13][CH:14]([NH:17][S:18](=[O:19])(=[O:20])[CH3:21])[CH2:15][CH2:16]1)[c:25]1[n:26][cH:27][cH:28][c:29](-[c:31]2[n:32][nH:33][c:34]3[c:35]([O:40][CH2:41][CH2:42][CH2:43][S:44](=[O:45])(=[O:46])[CH3:47])[cH:36][cH:37][cH:38][c:39]23)[n:30]1. The reactants are C(C)(=O)O (acetic acid), C(#N)C1=CC=C(C=C1)C1CC(C(=O)O1)=C=O (4-(4-cyanophenyl)-carbonyl-γ-butyrolactone), O.NN (hydrazine hydrate), CN(C=O)C (dimethylformamide). Run in C(C)O (ethanol). Conditions: temperature 80 celsius, time 18 hour. Product: C(#N)C1=CC=C(C=C1)C=1C(CC(NN1)=O)CO (6-(4-Cyanophenyl)-5-hydroxymethyl-2,3,4,5-tetrahydropyridazin-3-one). Reaction SMILES: [C:1]([C:3]1[CH:8]=[CH:7][C:6]([CH:9]2OC(=O)[C:11](=[C:15]=[O:16])[CH2:10]2)=[CH:5][CH:4]=1)#[N:2].O.[NH2:18][NH2:19].CN(C)[CH:22]=[O:23].C(O)(=O)C>C(O)C>[C:1]([C:3]1[CH:4]=[CH:5][C:6]([C:9]2[CH:10]([CH2:22][OH:23])[CH2:11][C:15](=[O:16])[NH:18][N:19]=2)=[CH:7][CH:8]=1)#[N:2] |f:1.2|. Procedure details: 3.0 g (0.014 mol) of 4-(4-cyanophenyl)-carbonyl-γ-butyrolactone and 1 ml (0.021 mol) of hydrazine hydrate are stirred in 50 ml of ethanol and 50 ml of dimethylformamide at room temperature for 10 hours. After addition of 1 ml of acetic acid, the mixture is stirred at 80° C. for 18 hours and worked up as above. The reactants are [H][H] (hydrogen), ClC=1C=C2C(=NC1)N(C=C2C2=NC=C(C(=N2)S(=O)C)F)S(=O)(=O)C2=CC=C(C)C=C2 (5-chloro-3-(5-fluoro-4-(methylsulfinyl)pyrimidin-2-yl)-1-tosyl-1H-pyrrolo[2,3-b]pyridine), ClC=1C=C2C(=NC1)N(C=C2B2OC(C(O2)(C)C)(C)C)S(=O)(=O)C2=CC=C(C=C2)C (5-chloro-1-(p-tolylsulfonyl)-3-(4,4,5,5-tetramethyl-1,3,2-dioxaborolan-2-yl)pyrrolo[2,3-b]pyridine), CCN(C(C)C)C(C)C (iPr2NEt), ClC=1C=C2C(=NC1)N(C=C2B2OC(C(O2)(C)C)(C)C)S(=O)(=O)C2=CC=C(C=C2)C (5-chloro-1-(p-tolylsulfonyl)-3-(4,4,5,5-tetramethyl-1,3,2-dioxaborolan-2-yl)pyrrolo[2,3-b]pyridine), ClC=1C=C2C(=NC1)N(C=C2C2=NC=C(C(=N2)S(=O)C)F)S(=O)(=O)C2=CC=C(C=C2)C (5-chloro-3-(5-fluoro-4-methylsulfinyl-pyrimidin-2-yl)-1-(p-tolylsulfonyl)pyrrolo[2,3-b]pyridine), CC(C)C1=CC(=C(C(=C1)C(C)C)C2=C(C=CC=C2)P(C3CCCCC3)C4CCCCC4)C(C)C (XPhos), [O-]P(=O)([O-])[O-].[K+].[K+].[K+] (K3PO4), 2-methyl THF, ClC=1C=C2C(=NC1)N(C=C2C2=NC=C(C(=N2)S(=O)C)F)S(=O)(=O)C2=CC=C(C=C2)C (5-chloro-3-(5-fluoro-4-methylsulfinyl-pyrimidin-2-yl)-1-(p-tolylsulfonyl)pyrrolo[2,3-b]pyridine), C1CCOC1.O (THF water). Reagents/catalysts: [Pd] (Pd/C), C=1C=CC(=CC1)/C=C/C(=O)/C=C/C2=CC=CC=C2.C=1C=CC(=CC1)/C=C/C(=O)/C=C/C2=CC=CC=C2.C=1C=CC(=CC1)/C=C/C(=O)/C=C/C2=CC=CC=C2.[Pd].[Pd] (Pd2(dba)3). The solvent is CCO (EtOH), C1CCOC1 (THF), C1CCOC1 (THF), CCN(CC)CC (Et3N), O (water). Yields the product ClC=1C=C2C(=NC1)NC=C2C2=NC=C(C(=N2)N[C@@H]2[C@H]([C@](CCC2)(C(=O)O)C)O)F ((1S,2S,3S)-3-[[2-(5-chloro-1H-pyrrolo[2,3-b]pyridin-3-yl)-5-fluoro-pyrimidin-4-yl]amino]-2-hydroxy-1-methyl-cyclohexanecarboxylic acid). As a reaction SMILES: [H][H].ClC1C=C2C(B3OC(C)(C)[C:15](C)(C)[O:14]3)=CN(S(C3C=CC(C)=CC=3)(=O)=O)C2=NC=1.[CH3:32][CH2:33][N:34](C(C)C)C(C)C.[Cl:41][C:42]1[CH:43]=[C:44]2[C:50]([C:51]3[N:56]=[C:55](S(C)=O)[C:54]([F:60])=[CH:53][N:52]=3)=[CH:49][N:48](S(C3C=CC(C)=CC=3)(=O)=O)[C:45]2=[N:46][CH:47]=1.[CH3:71]C(C1C=C(C(C)C)C(C2C=CC=CC=2P(C2CCCCC2)C2CCCCC2)=C(C(C)C)C=1)C.[O-]P([O-])([O-])=O.[K+].[K+].[K+].[CH2:113]1[CH2:117][O:116][CH2:115][CH2:114]1.[OH2:118]>[Pd].C1C=CC(/C=C/C(/C=C/C2C=CC=CC=2)=O)=CC=1.C1C=CC(/C=C/C(/C=C/C2C=CC=CC=2)=O)=CC=1.C1C=CC(/C=C/C(/C=C/C2C=CC=CC=2)=O)=CC=1.[Pd].[Pd].O.C1COCC1.CCN(CC)CC.CCO>[Cl:41][C:42]1[CH:43]=[C:44]2[C:50]([C:51]3[N:56]=[C:55]([NH:34][C@H:33]4[CH2:32][CH2:115][CH2:114][C@:113]([CH3:71])([C:15]([OH:14])=[O:118])[C@@H:117]4[OH:116])[C:54]([F:60])=[CH:53][N:52]=3)=[CH:49][NH:48][C:45]2=[N:46][CH:47]=1 |f:5.6.7.8,9.10,12.13.14.15.16|. Procedure: Pd/C (wet, Degussa), hydrogen, EtOH; (b) 2,4-dichloro-5-fluoropyrimidine, iPr2NEt, THF, reflux; (c) LiOH, THF/water, 50° C.; (d) DPPA, Et3N, THF, 85° C.; (e) 5-fluoro-3-(4,4,5,5-tetramethyl-1,3,2-dioxaborolan-2-yl)-1-tosyl-1H-pyrrolo[2,3-b]pyridine, XPhos, Pd2(dba)3, K3PO4, 2-methyl THF, water, 125° C.; (f)